Dataset: the Open Reaction Database (ORD), a public repository of structured organic reaction records. Task: describe an organic reaction: reactants, conditions, products, and yield Reactants: C[N+]1(CCOCC1)[O-] (4-methylmorpholine N-oxide), C(C)(C)(C)OC(=O)N1C(CCCC1)CCOC1=C(C(NC2=CC(=C(C=C12)CC=C)Cl)=O)C1=CC(=CC(=C1)C)C (2-{2-[6-allyl-7-chloro-3-(3,5-dimethylphenyl)-2-oxo-1,2-dihydroquinolin-4-yloxy]-ethyl}-piperidine-1-carboxylic acid tert-butyl ester), O1CCCC1 (tetrahydrofuran), O (water), C(C)(C)(C)O (tert-butanol). The reagents and catalysts are [Os](=O)(=O)(=O)=O (osmium tetraoxide). Conditions: time 20 hour. The product is [OH-].[NH4+] (ammonium hydroxide), C(C)(C)(C)OC(=O)N1C(CCCC1)CCOC1=C(C(NC2=CC(=C(C=C12)CC(CO)O)Cl)=O)C1=CC(=CC(=C1)C)C (2-{2-[7-chloro-6-(2,3-dihydroxypropyl)-3-(3,5-dimethylphenyl)-2-oxo-1,2-dihydroquinolin-4-yloxy]-ethyl}-piperidine-1-carboxylic acid tert-butyl ester). Isolated yield 10.0%. RXN SMILES: C([O:5][C:6]([N:8]1[CH2:13][CH2:12][CH2:11][CH2:10][CH:9]1[CH2:14][CH2:15][O:16][C:17]1[C:26]2[C:21](=[CH:22][C:23]([Cl:30])=[C:24]([CH2:27]C=C)[CH:25]=2)[NH:20][C:19](=[O:31])[C:18]=1[C:32]1[CH:37]=[C:36]([CH3:38])[CH:35]=[C:34]([CH3:39])[CH:33]=1)=[O:7])(C)(C)C.[O:40]1[CH2:44][CH2:43]CC1.O.C[N+]1([O-])CC[O:50]CC1.[C:54]([OH:58])([CH3:57])([CH3:56])[CH3:55]>[Os](=O)(=O)(=O)=O>[OH-:5].[NH4+:8].[C:54]([O:58][C:6]([N:8]1[CH2:13][CH2:12][CH2:11][CH2:10][CH:9]1[CH2:14][CH2:15][O:16][C:17]1[C:26]2[C:21](=[CH:22][C:23]([Cl:30])=[C:24]([CH2:27][CH:44]([OH:40])[CH2:43][OH:50])[CH:25]=2)[NH:20][C:19](=[O:31])[C:18]=1[C:32]1[CH:33]=[C:34]([CH3:39])[CH:35]=[C:36]([CH3:38])[CH:37]=1)=[O:7])([CH3:57])([CH3:56])[CH3:55] |f:6.7|. Procedure details: To a solution of 2-{2-[6-allyl-7-chloro-3-(3,5-dimethylphenyl)-2-oxo-1,2-dihydroquinolin-4-yloxy]-ethyl}-piperidine-1-carboxylic acid tert-butyl ester from EXAMPLE 12.1, StepE, 6.0 g in a mixture of 80 mL tert-butanol, 24 mL tetrahydrofuran and 8 mL water) was added 1.4 g 4-methylmorpholine N-oxide followed by 140 mg osmium tetraoxide and the mixture stirred at room temperature. After 20 hours, the mixture was concentrated in vacuo and the residue dissolved in ethyl acetate and washed sequential... Reactants: C1(=C(C=CC=C1)N1CCN(CC1)CC1=CC=C(C=C1)[N+](=O)[O-])C (4-(o-tolyl)-1-(p-nitrobenzyl)piperazine). The reagents and catalysts are [Cl-].[Cl-].[Cl-].[Ti+3] (titanium trichloride). Solvent: CCOCC (ether). Conditions: time 1 hour. Yields the product C1(=C(C=CC=C1)N1CCN(CC1)CC1=CC=C(C=C1)N)C (1-(o-tolyl)-4-[(4-aminophenyl)methyl]piperazine). Isolated yield 46.3%. Reaction SMILES: [C:1]1([CH3:23])[CH:6]=[CH:5][CH:4]=[CH:3][C:2]=1[N:7]1[CH2:12][CH2:11][N:10]([CH2:13][C:14]2[CH:19]=[CH:18][C:17]([N+:20]([O-])=O)=[CH:16][CH:15]=2)[CH2:9][CH2:8]1>CCOCC.[Cl-].[Cl-].[Cl-].[Ti+3]>[C:1]1([CH3:23])[CH:6]=[CH:5][CH:4]=[CH:3][C:2]=1[N:7]1[CH2:8][CH2:9][N:10]([CH2:13][C:14]2[CH:15]=[CH:16][C:17]([NH2:20])=[CH:18][CH:19]=2)[CH2:11][CH2:12]1 |f:2.3.4.5|. Procedure: To a suspension of 4-(o-tolyl)-1-(p-nitrobenzyl)piperazine (3.11 g, 0.01 M) in 30 ml of ether is added dropwise 30 ml of titanium trichloride (20% aqueous solution). The resulting mixture is stirred at room temperature for one hour. This is then quenched into cold water, made strongly basic with aqueous 10% ammonium hydroxide solution and extracted with methylene chloride. The methylene chloride solution is washed with water, dried over anhydrous sodium sulfate and concentrated to an oil. This i... The reactants are FC1=CC=C(C=C1)C(F)(F)F (4-fluorobenzotrifluoride), [Al+3].[Cl-].[Cl-].[Cl-] (AlCl3), FC1=CC=CC=C1 (fluorobenzene). Product: FC1=CC=C(C=C1)C(Cl)(Cl)C1=CC=C(C=C1)F (Bis-(4-fluorophenyl)-dichloromethane). As a reaction SMILES: [F:1][C:2]1[CH:7]=[CH:6][C:5]([C:8](F)(F)F)=[CH:4][CH:3]=1.[Al+3].[Cl-:13].[Cl-:14].[Cl-].[F:16][C:17]1[CH:22]=[CH:21][CH:20]=[CH:19][CH:18]=1>>[F:16][C:17]1[CH:22]=[CH:21][C:20]([C:8]([C:5]2[CH:4]=[CH:3][C:2]([F:1])=[CH:7][CH:6]=2)([Cl:14])[Cl:13])=[CH:19][CH:18]=1 |f:1.2.3.4|. Procedure: From 4-fluorobenzotrifluoride (164 mg, 1 mmol), AlCl3 (400 mg, 3 mmol) and fluorobenzene (96 mg, 1 mmol), light yellow oil (377 mg, 138% crude). The reactants are C(CCCCCCC)C1=CC=C(C=C1)C1=NC=C(C=N1)C1=CC=C(C=C1)O (4-[2'-(4"-n-octylphenyl)-5-pyrimidinyl]phenol), CN(C=O)C (dimethylformamide), CC1=CC=C(C=C1)S(=O)(=O)[O-] (monotosylate), CN(C=O)C (dimethylformamide), [H-].[Na+] (sodium hydride), CN(C=O)C (dimethylformamide), ice water. As a reaction SMILES: [H-].[Na+].[CH2:3]([C:11]1[CH:16]=[CH:15][C:14]([C:17]2[N:22]=[CH:21][C:20]([C:23]3[CH:28]=[CH:27][C:26]([OH:29])=[CH:25][CH:24]=3)=[CH:19][N:18]=2)=[CH:13][CH:12]=1)[CH2:4][CH2:5][CH2:6][CH2:7][CH2:8][CH2:9][CH3:10].[CH3:30][C:31]1C=C[C:34](S([O-])(=O)=O)=[CH:33][CH:32]=1.CN(C)C=[O:44]>>[CH2:3]([C:11]1[CH:16]=[CH:15][C:14]([C:17]2[N:22]=[CH:21][C:20]([C:23]3[CH:24]=[CH:25][C:26]([O:29][C@H:33]([CH3:34])[CH2:32][C@@H:31]([OH:44])[CH3:30])=[CH:27][CH:28]=3)=[CH:19][N:18]=2)=[CH:13][CH:12]=1)[CH2:4][CH2:5][CH2:6][CH2:7][CH2:8][CH2:9][CH3:10] |f:0.1|. The product is C(CCCCCCC)C1=CC=C(C=C1)C1=NC=C(C=N1)C1=CC=C(C=C1)O[C@@H](C[C@H](C)O)C ((R,S)-2-(4'-n-OCTYLPHENYL)-5-[4'-(3"-HYDROXY-1"-METHYLBUTOXY)PHENYL]-PYRIMIDINE). Reaction conditions: time 1 hour. Procedure details: 0.15 g of 55% sodium hydride was mixed with 3 ml of dimethylformamide. A solution of 1.00 g of 4-[2'-(4"-n-octylphenyl)-5-pyrimidinyl]phenol in 2 ml of dimethylformamide was added dropwise thereto under ice-cooling. After the completion of the addition, the obtained mixture was stirred at room temperature for one hour. Then, a solution of 0.79 g of monotosylate of (R,R)-2,4-pentadediol in 2 ml of dimethylformamide was added dropwise thereto and the mixture was stirred at 80° C. for 1.5 hour. Aft... Reactants: C(C1=C(C=CC=C1)SSC1=C(C(=O)Cl)C=CC=C1)(=O)Cl (2,2'-dithiobisbenzoyl chloride), NC1=C(C=CC=C1)S(=O)(=O)N (2-aminobenzenesulfonamide). Run in N1=CC=CC=C1 (pyridine), ClCCl (dichloromethane). Run at temperature 23 celsius, time 6 day. Product: NS(=O)(=O)C1=C(C=CC=C1)NC(C1=C(C=CC=C1)SSC1=C(C(=O)NC2=C(C=CC=C2)S(=O)(=O)N)C=CC=C1)=O (2,2'-Dithiobis[N-[2-(aminosulfonyl)phenyl]benzamide]). Isolated yield 19.6%. Reaction SMILES: [C:1](Cl)(=[O:19])[C:2]1[CH:7]=[CH:6][CH:5]=[CH:4][C:3]=1[S:8][S:9][C:10]1[CH:18]=[CH:17][CH:16]=[CH:15][C:11]=1[C:12](Cl)=[O:13].[NH2:21][C:22]1[CH:27]=[CH:26][CH:25]=[CH:24][C:23]=1[S:28]([NH2:31])(=[O:30])=[O:29]>ClCCl.N1C=CC=CC=1>[NH2:31][S:28]([C:23]1[CH:24]=[CH:25][CH:26]=[CH:27][C:22]=1[NH:21][C:1](=[O:19])[C:2]1[CH:7]=[CH:6][CH:5]=[CH:4][C:3]=1[S:8][S:9][C:10]1[CH:18]=[CH:17][CH:16]=[CH:15][C:11]=1[C:12]([NH:21][C:22]1[CH:27]=[CH:26][CH:25]=[CH:24][C:23]=1[S:28]([NH2:31])(=[O:29])=[O:30])=[O:13])(=[O:29])=[O:30]. Procedure details: This compound was prepared according to the general method of Example 77 using 2,2'-dithiobisbenzoyl chloride (2.00 g, 5.83 mmol) in 50 mL of dichloromethane and 2-aminobenzenesulfonamide (2.00 g, 11.6 mmol) in 16 mL of pyridine. The reaction mixture was stirred for 6 days at 23° C. under nitrogen atmosphere. The crude product was recrystallized from acetonitrile to yield 0.70 g of the title compound, mp 150°-151° C. (dec.).